This data is from the Open Reaction Database (ORD), a public repository of structured organic reaction records. The task is: describe an organic reaction: reactants, conditions, products, and yield The reactants are Cn1ccc2c3oc(=N)c(C#N)c(-c4cccc([N+](=O)[O-])c4)c3ccc21, CO, [Na+], [OH-]. Yields the product Cn1ccc2c3oc(=O)c(C#N)c(-c4cccc([N+](=O)[O-])c4)c3ccc21. Reaction SMILES: [C:1](#[N:2])[c:3]1[c:4](=[NH:26])[o:5][c:6]2[c:7]3[c:8]([cH:9][cH:10][c:11]2[c:12]1-[c:13]1[cH:14][c:15]([N+:19](=[O:20])[O-:21])[cH:16][cH:17][cH:18]1)[n:22]([CH3:25])[cH:23][cH:24]3.[CH3:29][OH:30].[Na+:28].[OH-:27]>>[C:1](#[N:2])[c:3]1[c:4](=[O:27])[o:5][c:6]2[c:7]3[c:8]([cH:9][cH:10][c:11]2[c:12]1-[c:13]1[cH:14][c:15]([N+:19](=[O:20])[O-:21])[cH:16][cH:17][cH:18]1)[n:22]([CH3:25])[cH:23][cH:24]3. The reactants are CCOC(=O)C(=O)CBr, COC(C)OC, CCOC(=O)c1nc2ccccc2nc1Cl, NC(=O)c1nc2ccccc2nc1N. Yields the product [Br-], CCOC(=O)C(=O)C[n+]1c(N)c(C(N)=O)nc2ccccc21. As a reaction SMILES: [Br:31][CH2:32][C:33]([C:34](=[O:35])[O:36][CH2:37][CH3:38])=[O:39].[CH3:40][O:41][CH:42]([O:43][CH3:44])[CH3:45].[Cl:15][c:16]1[c:17]([C:18]([O:19][CH2:20][CH3:21])=[O:22])[n:23][c:24]2[c:25]([cH:26][cH:27][cH:28][cH:29]2)[n:30]1.[NH2:1][c:2]1[n:3][c:4]2[cH:5][cH:6][cH:7][cH:8][c:9]2[n:10][c:11]1[C:12]([NH2:13])=[O:14]>>[Br-:31].[NH2:1][c:2]1[n+:3]([CH2:32][C:33]([C:34](=[O:35])[O:36][CH2:37][CH3:38])=[O:39])[c:4]2[cH:5][cH:6][cH:7][cH:8][c:9]2[n:10][c:11]1[C:12]([NH2:13])=[O:14]. Reactants: CS(C)=O, O=Cc1c(C(F)(F)F)nn(-c2ccccc2)c1Cl, [F-], [K+], O. The product is O=Cc1c(C(F)(F)F)nn(-c2ccccc2)c1F. Reaction SMILES: [CH3:22][S:23](=[O:24])[CH3:25].[Cl:3][c:4]1[c:5]([CH:19]=[O:20])[c:6]([C:15]([F:16])([F:17])[F:18])[n:7][n:8]1-[c:9]1[cH:10][cH:11][cH:12][cH:13][cH:14]1.[F-:1].[K+:2].[OH2:21]>>[F:1][c:4]1[c:5]([CH:19]=[O:20])[c:6]([C:15]([F:16])([F:17])[F:18])[n:7][n:8]1-[c:9]1[cH:10][cH:11][cH:12][cH:13][cH:14]1. Starting materials: O([Li])C (LiOMe), solution, C(C)(=O)O[C@H]1[C@]2(O[C@@H]([C@H]([C@@H]1OC(C)=O)OC(C)=O)COC(C)=O)CCOC1=CC(=C(C=C12)CC1=CC=C(C=C1)CC)Cl ((2′S,3′R,4′S,5′R,6′R)-6′-(acetoxymethyl)-7-chloro-6-(4-ethylbenzyl)-3′,4′,5′,6′-tetrahydrospiro[chroman-4,2′-pyran]-3′,4′,5′-triyl triacetate). Run in CO (MeOH), CO (MeOH). Reaction conditions: time 24 hour. The product is ClC1=C(C=C2C(=C1)OCC[C@]21O[C@@H]([C@H]([C@@H]([C@H]1O)O)O)CO)CC1=CC=C(C=C1)CC ((2′S,3′R,4′S,5′S,6′R)-7-chloro-6-(4-ethylbenzyl)-6′-(hydroxymethyl)-3′,4′,5′,6′-tetrahydrospiro[chroman-4,2′-pyran]-3′,4′,5′-triol). As a reaction SMILES: C([O:4][C@@H:5]1[C@@H:10]([O:11]C(=O)C)[C@H:9]([O:15]C(=O)C)[C@@H:8]([CH2:19][O:20]C(=O)C)[O:7][C@:6]21[C:32]1[C:27](=[CH:28][C:29]([Cl:42])=[C:30]([CH2:33][C:34]3[CH:39]=[CH:38][C:37]([CH2:40][CH3:41])=[CH:36][CH:35]=3)[CH:31]=1)[O:26][CH2:25][CH2:24]2)(=O)C.O(C)[Li]>CO>[Cl:42][C:29]1[CH:28]=[C:27]2[O:26][CH2:25][CH2:24][C@@:6]3([C@H:5]([OH:4])[C@@H:10]([OH:11])[C@H:9]([OH:15])[C@@H:8]([CH2:19][OH:20])[O:7]3)[C:32]2=[CH:31][C:30]=1[CH2:33][C:34]1[CH:35]=[CH:36][C:37]([CH2:40][CH3:41])=[CH:38][CH:39]=1. Reported procedure: (2′S,3′R,4′S,5′R,6′R)-6′-(Acetoxymethyl)-7-chloro-6-(4-ethylbenzyl)-3′,4′,5′,6′-tetrahydrospiro[chroman-4,2′-pyran]-3′,4′,5′-triyl triacetate (19) (9.6 mg, 0.02 mmol) was dissolved in MeOH (0.2 mL) and treated with LiOMe (20 μL of a 1M solution in MeOH). After 24 h, the reaction mixture was filtered through a syringe filter and concentrated, then passed through a small SiO2 column, eluting with 5% MeOH/CH2Cl2 to provide a film (5.8 mg, 83%). 1H NMR (300 MHz, CD3OD) δ ppm: 7.37 (s, 1H), 7.05 (s, ...